Dataset: the Open Reaction Database (ORD), a public repository of structured organic reaction records. Task: describe an organic reaction: reactants, conditions, products, and yield The reactants are C(CC(=O)OC)(=O)OC (dimethyl malonate), [H-].[Na+] (sodium hydride), CN(C)C=O (DMF), FC1=CC2=C(C(OC(N2CC=C)=O)=O)C=C1 (7-Fluoro-1-(2-propen-1-yl)-2H-3,1-benzoxazine-2,4(1H)-dione). Reaction conditions: temperature 105 celsius, time 0.5 hour. The product is FC1=CC=C2C(=C(C(N(C2=C1)CC=C)=O)C(=O)OCC)O (Ethyl 7-fluoro-4-hydroxy-2-oxo-1-(2-propen-1-yl)-1,2-dihydro-3-quinolinecarboxylate). Isolated yield 90.0%. As a reaction SMILES: [C:1]([O:8][CH3:9])(=[O:7])[CH2:2][C:3](OC)=[O:4].[H-].[Na+].[F:12][C:13]1[CH:27]=[CH:26][C:16]2[C:17](=O)[O:18]C(=O)[N:20]([CH2:21][CH:22]=[CH2:23])[C:15]=2[CH:14]=1.[CH3:28]N(C=O)C>>[F:12][C:13]1[CH:14]=[C:15]2[C:16]([C:17]([OH:18])=[C:2]([C:1]([O:8][CH2:9][CH3:28])=[O:7])[C:3](=[O:4])[N:20]2[CH2:21][CH:22]=[CH2:23])=[CH:26][CH:27]=1 |f:1.2|. Procedure details: To a solution of dimethyl malonate (2.84 g, 17.7 mmol) in DMF (50 ml) was added sodium hydride (0.71 g, 17.7 mmol, 60% in paraffin) over 5 min and the solution stirred for 0.5 h until effervescence ceased. 7-Fluoro-1-(2-propen-1-yl)-2H-3,1-benzoxazine-2,4(1H)-dione (3.92 g, 17.7 mmol) was added to the solution in one portion and the solution stirred at ambient temperature for 1 h then heated to 105° C. for 18 h. The solution was cooled and concentrated and the resulting residues separated betwee... Procedure: Ammonium formate (107 mg, 1.6985 mmoles) was added to a mixture of 4-benzyloxy-N-[2-oxo-2-(4-phenylacetyl-piperazin-1-yl)-ethyl]-benzamide (80 mg, 0.17 mmol) in MeOH (15 mL). Pd/C (30 mg in 3 drops of water) was then added and the resulting mixture was refluxed at 75° C. for three hours. The reaction mixture was then filtered through a bed of celite under reduced pressure. The methanol was removed and EtOAc and water were added. The organic layer was extracted, washed with brine, dried over sodi... Starting materials: C(=O)[O-].[NH4+] (Ammonium formate), C(C1=CC=CC=C1)OC1=CC=C(C(=O)NCC(N2CCN(CC2)C(CC2=CC=CC=C2)=O)=O)C=C1 (4-benzyloxy-N-[2-oxo-2-(4-phenylacetyl-piperazin-1-yl)-ethyl]-benzamide). Solvent: CO (MeOH). Isolated yield 70.0%. Conditions: temperature 75 celsius. Reagents/catalysts: [Pd] (Pd/C). Reaction SMILES: C([O-])=O.[NH4+].C([O:12][C:13]1[CH:39]=[CH:38][C:16]([C:17]([NH:19][CH2:20][C:21](=[O:37])[N:22]2[CH2:27][CH2:26][N:25]([C:28](=[O:36])[CH2:29][C:30]3[CH:35]=[CH:34][CH:33]=[CH:32][CH:31]=3)[CH2:24][CH2:23]2)=[O:18])=[CH:15][CH:14]=1)C1C=CC=CC=1>CO.[Pd]>[OH:12][C:13]1[CH:14]=[CH:15][C:16]([C:17]([NH:19][CH2:20][C:21](=[O:37])[N:22]2[CH2:23][CH2:24][N:25]([C:28](=[O:36])[CH2:29][C:30]3[CH:31]=[CH:32][CH:33]=[CH:34][CH:35]=3)[CH2:26][CH2:27]2)=[O:18])=[CH:38][CH:39]=1 |f:0.1|. Yields the product OC1=CC=C(C(=O)NCC(N2CCN(CC2)C(CC2=CC=CC=C2)=O)=O)C=C1 (4-hydroxy-N-[2-oxo-2-(4-phenylacetyl-piperazin-1-yl)-ethyl]-benzamide). The reactants are O1[C@H](C(=O)OC)[C@H]1CCCCCCCCCCCCCCC (methyl (2S,3R)-2,3-epoxyoctadecanoate). Solvent: CO (methanol). Yields the product O1[C@H](C(=O)OC)[C@H]1CC (Methyl (2S,3R)-2,3-Epoxypentanoate). As a reaction SMILES: [O:1]1[C@H:7]([CH2:8][CH2:9]CCCCCCCCCCCCC)[C@H:2]1[C:3]([O:5][CH3:6])=[O:4]>CO>[O:1]1[C@H:7]([CH2:8][CH3:9])[C@H:2]1[C:3]([O:5][CH3:6])=[O:4]. Reported procedure: In 500 ml of methanol were dissolved 62.4 g (0.2 mol) of the methyl (2S,3R)-2,3-epoxyoctadecanoate (V-1) obtained in (3) above and 7.4 g (0.2 mol) of sodium hydroxide, and the solution was stirred for 3 hours. After confirming disappearance of the compound (V-1) by TLC, methanol was evaporated. The resulting concentrate was adjusted to pH 5 to 6 with 500 ml of diluted hydrochloric acid and extracted with 500 ml of ethyl acetate. After drying, ethyl acetate was evaporated, and the resulting crude... The reactants are Cn1cc(-c2cc(Oc3ccc4nc(NC5CCCN(C(=O)OC(C)(C)C)C5)sc4c3)ccn2)cn1, Cl, C1COCCO1. Product: Cn1cc(-c2cc(Oc3ccc4nc(NC5CCCNC5)sc4c3)ccn2)cn1. Reaction SMILES: [CH3:1][n:2]1[n:3][cH:4][c:5](-[c:7]2[n:8][cH:9][cH:10][c:11]([O:13][c:14]3[cH:15][c:16]4[c:17]([n:18][c:19]([NH:21][CH:22]5[CH2:23][N:24]([C:28]([O:29][C:30]([CH3:31])([CH3:32])[CH3:33])=[O:34])[CH2:25][CH2:26][CH2:27]5)[s:20]4)[cH:35][cH:36]3)[cH:12]2)[cH:6]1.[ClH:43].[O:37]1[CH2:38][CH2:39][O:40][CH2:41][CH2:42]1>>[CH3:1][n:2]1[n:3][cH:4][c:5](-[c:7]2[n:8][cH:9][cH:10][c:11]([O:13][c:14]3[cH:15][c:16]4[c:17]([n:18][c:19]([NH:21][CH:22]5[CH2:23][NH:24][CH2:25][CH2:26][CH2:27]5)[s:20]4)[cH:35][cH:36]3)[cH:12]2)[cH:6]1. Starting materials: CC(=O)C(=O)N(C)C, Oc1ccccc1-n1cccc1, c1ccccc1. Product: CN(C)C(=O)C1(C)Oc2ccccc2-n2cccc21. Reaction SMILES: [CH3:13][N:14]([C:15]([C:16](=[O:17])[CH3:18])=[O:19])[CH3:20].[OH:1][c:2]1[c:3](-[n:8]2[cH:9][cH:10][cH:11][cH:12]2)[cH:4][cH:5][cH:6][cH:7]1.[cH:21]1[cH:22][cH:23][cH:24][cH:25][cH:26]1>>[O:1]1[c:2]2[c:3]([cH:4][cH:5][cH:6][cH:7]2)-[n:8]2[c:9]([cH:10][cH:11][cH:12]2)[C:16]1([C:15]([N:14]([CH3:13])[CH3:20])=[O:19])[CH3:18]. Starting materials: OC(C#CC1=CC2=C(C(C=3NC4=CC(=CC=C4C3C2=O)C#N)(C)C)C=C1OC)(C)C (9-(3-Hydroxy-3-methyl-but-1-ynyl)-8-methoxy-6,6-dimethyl-11-oxo-6,11-dihydro-5H-benzo[b]carbazole-3-carbonitrile), [H-].[Na+] (sodium hydride), O (Water). Run in C1CCOC1 (THF). Run at temperature 50 celsius, time 8 hour. Product: C(#C)C1=CC2=C(C(C=3NC4=CC(=CC=C4C3C2=O)C#N)(C)C)C=C1OC (9-Ethynyl-8-methoxy-6,6-dimethyl-11-oxo-6,11-dihydro-5H-benzo[b]carbazole-3-carbonitrile). Isolated yield 56.4%. RXN SMILES: OC(C)(C)[C:3]#[C:4][C:5]1[C:26]([O:27][CH3:28])=[CH:25][C:8]2[C:9]([CH3:24])([CH3:23])[C:10]3[NH:11][C:12]4[C:17]([C:18]=3[C:19](=[O:20])[C:7]=2[CH:6]=1)=[CH:16][CH:15]=[C:14]([C:21]#[N:22])[CH:13]=4.[H-].[Na+].O>C1COCC1>[C:4]([C:5]1[C:26]([O:27][CH3:28])=[CH:25][C:8]2[C:9]([CH3:24])([CH3:23])[C:10]3[NH:11][C:12]4[C:17]([C:18]=3[C:19](=[O:20])[C:7]=2[CH:6]=1)=[CH:16][CH:15]=[C:14]([C:21]#[N:22])[CH:13]=4)#[CH:3] |f:1.2|. Procedure: 9-(3-Hydroxy-3-methyl-but-1-ynyl)-8-methoxy-6,6-dimethyl-11-oxo-6,11-dihydro-5H-benzo[b]carbazole-3-carbonitrile (Compound E4-2-1, 21.3 mg, 0.05 mmol) and sodium hydride (3.2 mg, 1.5 eq.) were dissolved in THF, and the mixture was stirred overnight at 50° C. Water was added to the reaction solution and the residues obtained after concentration under reduced pressure were purified by HPLC to obtain the title compound (brown solid, 9.6 mg, 31%). Reactants: C1CCOC1, N#Cc1cccc(Cl)c1-n1ncc2c(Cl)ncnc21, [H-], [Na+], Cc1cnc(NC(=O)C(O)COC(C)CO[Si](C(C)C)(C(C)C)C(C)C)cn1, O=C(O)CC(O)(CC(=O)O)C(=O)O. Product: Cc1cnc(NC(=O)C(COC(C)CO[Si](C(C)C)(C(C)C)C(C)C)Oc2ncnc3c2cnn3-c2c(Cl)cccc2C#N)cn1. Reaction SMILES: [CH2:63]1[O:64][CH2:65][CH2:66][CH2:67]1.[Cl:31][c:32]1[c:33](-[n:40]2[n:41][cH:42][c:43]3[c:44]2[n:45][cH:46][n:47][c:48]3[Cl:49])[c:34]([C:35]#[N:36])[cH:37][cH:38][cH:39]1.[H-:1].[Na+:2].[OH:3][CH:4]([C:5](=[O:6])[NH:7][c:8]1[n:9][cH:10][c:11]([CH3:14])[n:12][cH:13]1)[CH2:15][O:16][CH:17]([CH2:18][O:19][Si:20]([CH:21]([CH3:22])[CH3:23])([CH:24]([CH3:25])[CH3:26])[CH:27]([CH3:28])[CH3:29])[CH3:30].[OH:50][C:51]([CH2:52][C:53]([C:54](=[O:55])[OH:56])([CH2:57][C:58](=[O:59])[OH:60])[OH:61])=[O:62]>>[O:3]([CH:4]([C:5](=[O:6])[NH:7][c:8]1[n:9][cH:10][c:11]([CH3:14])[n:12][cH:13]1)[CH2:15][O:16][CH:17]([CH2:18][O:19][Si:20]([CH:21]([CH3:22])[CH3:23])([CH:24]([CH3:25])[CH3:26])[CH:27]([CH3:28])[CH3:29])[CH3:30])[c:48]1[c:43]2[cH:42][n:41][n:40](-[c:33]3[c:32]([Cl:31])[cH:39][cH:38][cH:37][c:34]3[C:35]#[N:36])[c:44]2[n:45][cH:46][n:47]1.